Dataset: the Open Reaction Database (ORD), a public repository of structured organic reaction records. Task: describe an organic reaction: reactants, conditions, products, and yield Run at time 72 hour. Product: ClC=1C(=C(C(=O)C2=C(C(=CC=C2)F)F)C=CC1OC)O (3-chloro-2-hydroxy-4-methoxy-2',3'-difluorobenzophenone). Reaction SMILES: C[O:2][C:3]1[CH:10]=[CH:9][CH:8]=[C:5]([O:6][CH3:7])[C:4]=1[Cl:11].[F:12][C:13]1[C:21]([F:22])=[CH:20][CH:19]=[CH:18][C:14]=1[C:15](Cl)=[O:16].[Al+3].[Cl-].[Cl-].[Cl-]>ClCCCl>[Cl:11][C:4]1[C:3]([OH:2])=[C:10]([CH:9]=[CH:8][C:5]=1[O:6][CH3:7])[C:15]([C:14]1[CH:18]=[CH:19][CH:20]=[C:21]([F:22])[C:13]=1[F:12])=[O:16] |f:2.3.4.5|. Reported procedure: To a mixture of 4 g of 2-chlororesorcinol dimethyl ether and 3.7 g of 2,3-difluorobenzoyl chloride in 60 ml of 1,2-dichloroethane at 5° C., 3.06 g of AlCl3 is added in portions. The mixture is allowed to warm to room temperature and then refluxed for 30 minutes. The reaction mixture is poured into concentrated HCl-ice and is permitted to stand about 72 hours. The aqueous layer is extracted with additional organic solvent, dried over Na2SO4 and evaporated to give 3-chloro-2-hydroxy-4-methoxy-2',3... The solvent is ClCCCl (1,2-dichloroethane). The reactants are HCl ice, COC1=C(C(OC)=CC=C1)Cl (2-chlororesorcinol dimethyl ether), FC1=C(C(=O)Cl)C=CC=C1F (2,3-difluorobenzoyl chloride), [Al+3].[Cl-].[Cl-].[Cl-] (AlCl3). The reactants are CS(C)=O, Cc1[nH]c(C)c2c1C(C)(C)CC2(C)C#N, CN(C)CCCCl, Cl, [H-], [Na+], O. Product: Cc1c2c(c(C)n1CCCN(C)C)C(C)(C#N)CC2(C)C. As a reaction SMILES: [CH3:3][S:4]([CH3:5])=[O:6].[CH3:7][c:8]1[nH:9][c:10]([CH3:21])[c:11]2[c:12]1[C:13]([CH3:19])([CH3:20])[CH2:14][C:15]2([C:16]#[N:17])[CH3:18].[Cl:23][CH2:24][CH2:25][CH2:26][N:27]([CH3:28])[CH3:29].[ClH:22].[H-:1].[Na+:2].[OH2:30]>>[CH3:7][c:8]1[n:9]([CH2:24][CH2:25][CH2:26][N:27]([CH3:28])[CH3:29])[c:10]([CH3:21])[c:11]2[c:12]1[C:13]([CH3:19])([CH3:20])[CH2:14][C:15]2([C:16]#[N:17])[CH3:18]. Reactants: CC(C)O, [H][H], Nc1nc(Sc2ccccc2)ccc1[N+](=O)[O-]. The product is Nc1ccc(Sc2ccccc2)nc1N. Reaction SMILES: [CH3:20][CH:21]([OH:22])[CH3:23].[H:18][H:19].[NH2:1][c:2]1[n:3][c:4]([S:11][c:12]2[cH:13][cH:14][cH:15][cH:16][cH:17]2)[cH:5][cH:6][c:7]1[N+:8]([O-:9])=[O:10]>>[NH2:1][c:2]1[n:3][c:4]([S:11][c:12]2[cH:13][cH:14][cH:15][cH:16][cH:17]2)[cH:5][cH:6][c:7]1[NH2:8].